Task: describe an organic reaction: reactants, conditions, products, and yield. Dataset: the Open Reaction Database (ORD), a public repository of structured organic reaction records Reactants: FC=1C=C(C=C(C1)F)C[C@@H]([C@@H]1OC1)NC(OCC1=CC=CC=C1)=O (Benzyl (1S)-2-(3,5-difluorophenyl)-1-[(2S)-oxiranyl]ethylcarbamate), COC1=CC=C2CCCC(C2=C1)N (7-methoxy-1,2,3,4-tetrahydro-1-naphthalenylamine), C(CC)N(C(=O)C=1C=C(C(=O)O)C=C(C1)CC)CCC (3-[(Dipropylamino)carbonyl]-5-ethylbenzoic acid). Product: C(C1=CC=CC=C1)[C@@H]([C@@H](CNCC1=CC(=CC=C1)OC)O)NC(C1=CC(=CC(=C1)C)C)=O (N-{(1S,2R)-1-benzyl-2-hydroxy-3-[(3-methoxybenzyl)amino]-propyl}-3,5-dimethylbenzamide). As a reaction SMILES: F[C:2]1[CH:3]=[C:4]([CH2:9][C@H:10]([NH:14][C:15](=[O:24])OCC2C=CC=CC=2)[C@H:11]2[CH2:13][O:12]2)[CH:5]=[C:6](F)[CH:7]=1.[CH3:25][O:26][C:27]1[CH:36]=[C:35]2[C:30](CCC[CH:34]2[NH2:37])=[CH:29][CH:28]=1.C(N(CCC)[C:42]([C:44]1[CH:45]=[C:46]([CH:50]=[C:51]([CH2:53]C)[CH:52]=1)C(O)=O)=O)CC>>[CH2:9]([C@H:10]([NH:14][C:15](=[O:24])[C:46]1[CH:50]=[C:51]([CH3:53])[CH:52]=[C:44]([CH3:42])[CH:45]=1)[C@H:11]([OH:12])[CH2:13][NH:37][CH2:34][C:35]1[CH:30]=[CH:29][CH:28]=[C:27]([O:26][CH3:25])[CH:36]=1)[C:4]1[CH:3]=[CH:2][CH:7]=[CH:6][CH:5]=1. Reported procedure: Following the general procedure of EXAMPLEs 4, 5 and 6 and making non-critical variations but using tert-butyl 1-(2-oxiranyl)-2-phenylethylcarbamate (V), 3-methoxybenzylamine (VI) and 3,5-dimethylbenzoic acid (IX), the title compound is obtained, MH+=433.